This data is from the Open Reaction Database (ORD), a public repository of structured organic reaction records. The task is: describe an organic reaction: reactants, conditions, products, and yield Reactants: COCCOCCOC, NS(N)(=O)=O, Nc1ccccc1CNc1ccccc1F. Product: O=S1(=O)Nc2ccccc2CN1c1ccccc1F. RXN SMILES: [CH3:22][O:23][CH2:24][CH2:25][O:26][CH2:27][CH2:28][O:29][CH3:30].[NH2:17][S:18]([NH2:19])(=[O:20])=[O:21].[NH2:1][c:2]1[c:3]([CH2:4][NH:5][c:6]2[c:7]([F:12])[cH:8][cH:9][cH:10][cH:11]2)[cH:13][cH:14][cH:15][cH:16]1>>[NH:1]1[c:2]2[c:3]([cH:13][cH:14][cH:15][cH:16]2)[CH2:4][N:5]([c:6]2[c:7]([F:12])[cH:8][cH:9][cH:10][cH:11]2)[S:18]1(=[O:20])=[O:21].